From a dataset of the Open Reaction Database (ORD), a public repository of structured organic reaction records. describe an organic reaction: reactants, conditions, products, and yield Starting materials: c1ccc(CSc2nnn(Cc3nnn[nH]3)n2)cc1, [Hg], CN(C)C=O, [Pt]. The product is Sc1nnn(Cc2nnn[nH]2)n1. As a reaction SMILES: [CH2:1]([c:2]1[cH:3][cH:4][cH:5][cH:6][cH:7]1)[S:8][c:9]1[n:10][n:11][n:12]([CH2:14][c:15]2[n:16][n:17][n:18][nH:19]2)[n:13]1.[Hg:20].[O:22]=[CH:23][N:24]([CH3:25])[CH3:26].[Pt:21]>>[SH:8][c:9]1[n:10][n:11][n:12]([CH2:14][c:15]2[nH:16][n:17][n:18][n:19]2)[n:13]1. Starting materials: C=CCBr, CCC12CCC(=O)C=C1CCc1cc(OC)ccc12, COc1ccc2c(c1)CCC(=O)C2. Yields the product C=CCC12CCC(=O)C=C1CCc1cc(OC)ccc12. RXN SMILES: [CH2:14]([Br:15])[CH:16]=[CH2:17].[CH2:18]([CH3:19])[C:20]12[CH2:21][CH2:22][C:23](=[O:36])[CH:24]=[C:25]1[CH2:26][CH2:27][c:28]1[cH:29][c:30]([O:34][CH3:35])[cH:31][cH:32][c:33]12.[CH3:1][O:2][c:3]1[cH:4][c:5]2[c:6]([cH:7][cH:8]1)[CH2:9][C:10](=[O:11])[CH2:12][CH2:13]2>>[CH2:1]=[CH:19][CH2:18][C:20]12[CH2:21][CH2:22][C:23](=[O:36])[CH:24]=[C:25]1[CH2:26][CH2:27][c:28]1[cH:29][c:30]([O:34][CH3:35])[cH:31][cH:32][c:33]12. The reactants are Cl.C(C1=CC=CC=C1)N1CCC(CC1)NC1=C(C=CC=C1)[N+](=O)[O-] (1-benzyl-4-(2-nitroanilino)-piperidine hydrochloride), C(C)(=O)Br (acetyl bromide). Run in O1CCOCC1 (dioxane). The product is Br.C(C1=CC=CC=C1)N1CCC(CC1)N(C(C)=O)C1=C(C=CC=C1)[N+](=O)[O-] (1-Benzyl-4-[N-(2-nitrophenyl)-N-acetylamino]-piperidine hydrobromide). As a reaction SMILES: Cl.[CH2:2]([N:9]1[CH2:14][CH2:13][CH:12]([NH:15][C:16]2[CH:21]=[CH:20][CH:19]=[CH:18][C:17]=2[N+:22]([O-:24])=[O:23])[CH2:11][CH2:10]1)[C:3]1[CH:8]=[CH:7][CH:6]=[CH:5][CH:4]=1.[C:25]([Br:28])(=[O:27])[CH3:26]>O1CCOCC1>[BrH:28].[CH2:2]([N:9]1[CH2:14][CH2:13][CH:12]([N:15]([C:16]2[CH:21]=[CH:20][CH:19]=[CH:18][C:17]=2[N+:22]([O-:24])=[O:23])[C:25](=[O:27])[CH3:26])[CH2:11][CH2:10]1)[C:3]1[CH:8]=[CH:7][CH:6]=[CH:5][CH:4]=1 |f:0.1,4.5|. Reported procedure: In this reference example, 1.67 g of 1-benzyl-4-(2-nitroanilino)-piperidine hydrochloride is suspended in 30 ml of dioxane. The suspension is mixed with 13 ml of acetyl bromide and refluxed for 4 hours. The resultant reaction mixture is cooled and then the deposited crystals are separated by filtration. The crystals are washed with ether and then dried to obtain 1.96 g of crude crystals. The crude crystals are recrystallized from 25 ml of ethanol to obtain 1.33 g of the desired product. Reactants: P(OCC)(OCC)OCC (Triethyl phosphite), N(=[N+]=[N-])CCCOC=1C=C2C3=C(N(C(C2=CC1OC)=O)CCCN1CCOCC1)C=1C=C2C(=CC1C3=O)OCO2 (2-(3-Azidopropoxy)-3-methoxy-6-(3-morpholinopropyl)-5H-[1,3]dioxolo[4′,5′:5,6]indeno[1,2-c]isoquinoline-5,12(6H)-dione). Solvent: C1=CC=CC=C1 (benzene), C(Cl)(Cl)Cl (CHCl3). Yields the product NCCCOC=1C=C2C3=C(N(C(C2=CC1OC)=O)CCCN1CCOCC1)C=1C=C2C(=CC1C3=O)OCO2 (2-(3-Aminopropoxy)-3-methoxy-6-(3-morpholinopropyl)-5H-[1,3]dioxolo[4′,5′:5,6]indeno[1,2-c]isoquinoline-5,12(6H)-dione). As a reaction SMILES: P(OCC)(OCC)OCC.[N:11]([CH2:14][CH2:15][CH2:16][O:17][C:18]1[CH:19]=[C:20]2[C:25](=[CH:26][C:27]=1[O:28][CH3:29])[C:24](=[O:30])[N:23]([CH2:31][CH2:32][CH2:33][N:34]1[CH2:39][CH2:38][O:37][CH2:36][CH2:35]1)[C:22]1[C:40]3[CH:41]=[C:42]4[O:50][CH2:49][O:48][C:43]4=[CH:44][C:45]=3[C:46](=[O:47])[C:21]2=1)=[N+]=[N-]>C1C=CC=CC=1.C(Cl)(Cl)Cl>[NH2:11][CH2:14][CH2:15][CH2:16][O:17][C:18]1[CH:19]=[C:20]2[C:25](=[CH:26][C:27]=1[O:28][CH3:29])[C:24](=[O:30])[N:23]([CH2:31][CH2:32][CH2:33][N:34]1[CH2:35][CH2:36][O:37][CH2:38][CH2:39]1)[C:22]1[C:40]3[CH:41]=[C:42]4[O:50][CH2:49][O:48][C:43]4=[CH:44][C:45]=3[C:46](=[O:47])[C:21]2=1. Reported procedure: Triethyl phosphite (0.022 mL, 0.183 mmol) was added to a solution of the compound 21 (0.040 g, 0.073 mmol) in benzene (4 mL), and the mixture was heated at reflux for 24 h. The mixture was diluted to a volume of 200 mL with CHCl3, washed with H2O (2×50 mL) and saturated aq NaCl (50 mL), dried over anhydrous sodium sulfate, and concentrated. The resulting residue was purified by flash column chromatography (SiO2, ˜40 g), eluting with a gradient of 0.5% MeOH in CHCl3, to yield the title compound a... Reactants: [N+](=O)(O)[O-] (nitric acid), [N+](=O)([O-])C=1N=CNC1 (4-nitroimidazole), C(C)(=O)OC(C)=O (acetic anhydride). The solvent is C(C)(=O)O (acetic acid). The product is [N+](=O)([O-])N1C=NC(=C1)[N+](=O)[O-] (1,4-dinitroimidazole). Yield: 69.1%. As a reaction SMILES: [N+:1]([O-:4])([OH:3])=O.[N+:5]([C:8]1[N:9]=[CH:10][NH:11][CH:12]=1)([O-:7])=[O:6].C(OC(=O)C)(=O)C>C(O)(=O)C>[N+:1]([N:11]1[CH:12]=[C:8]([N+:5]([O-:7])=[O:6])[N:9]=[CH:10]1)([O-:4])=[O:3]. Procedure details: In PATENT DOCUMENT 4, 98 mass % nitric acid is added dropwise to 4-nitroimidazole dissolved in glacial acetic acid and acetic anhydride is further added dropwise thereto to perform nitration reaction, and then the reaction solution is added into crushed ice and 1,4-dinitroimidazole is produced at a yield of 69.1% by performing filtration and drying. Starting materials: C(N)(=S)N1C[C@H]([C@H](CC1)NC(=O)C=1NC(=C(N1)Cl)CC)OC (cis(±)-N-(1-carbamothioyl-3-methoxypiperidin-4-yl)-4-chloro-5-ethyl-1H-imidazole-2-carboxamide), Heterocycles, C(N)(=S)N1C[C@H]([C@H](CC1)NC(=O)C=1NC(=C(N1)Cl)CC)OC (cis(±)-N-(1-Carbamothioyl-3-methoxypiperidin-4-yl)-4-chloro-5-ethyl-1H-imidazole-2-carboxamide), BrCC(=O)C1(CC1)C(=O)OCC (ethyl 1-(bromoacetyl)cyclopropanecarboxylate). Product: ClC=1N=C(NC1CC)C(=O)N[C@@H]1[C@@H](CN(CC1)C=1SC=C(N1)C1(CC1)C(=O)OCC)OC (Ethyl cis(±)-[2-(4-{[(4-chloro-5-ethyl-1H-imidazol-2-yl)carbonyl]amino}-3-methoxypiperidin-1-yl)-1,3-thiazol-4-yl]cyclopropanecarboxylate). RXN SMILES: [C:1]([N:4]1[CH2:9][CH2:8][C@H:7]([NH:10][C:11]([C:13]2[NH:14][C:15]([CH2:19][CH3:20])=[C:16]([Cl:18])[N:17]=2)=[O:12])[C@H:6]([O:21][CH3:22])[CH2:5]1)(=[S:3])[NH2:2].Br[CH2:24][C:25]([C:27]1([C:30]([O:32][CH2:33][CH3:34])=[O:31])[CH2:29][CH2:28]1)=O>>[Cl:18][C:16]1[N:17]=[C:13]([C:11]([NH:10][C@H:7]2[CH2:8][CH2:9][N:4]([C:1]3[S:3][CH:24]=[C:25]([C:27]4([C:30]([O:32][CH2:33][CH3:34])=[O:31])[CH2:29][CH2:28]4)[N:2]=3)[CH2:5][C@H:6]2[O:21][CH3:22])=[O:12])[NH:14][C:15]=1[CH2:19][CH3:20]. Procedure details: The same operation as in Example (22b) was performed using cis(±)-N-(1-carbamothioyl-3-methoxypiperidin-4-yl)-4-chloro-5-ethyl-1H-imidazole-2-carboxamide obtained by the method described in Example (65c) (40 mg, 0.12 mmol) and ethyl 1-(bromoacetyl)cyclopropanecarboxylate obtained according to a method known in the literature (Heterocycles, 63, 3, 2004, 699-706) (60 mg, 0.26 mmol), to obtain 23.5 mg of the title compound as a colorless oily substance (42%). Starting materials: Compound 129, C(C)(=O)OC\1C(CCC(CC(=O)OC(C(/C=C1)C)\C(=C\C=C\C(CC1C(C(C(CC)O[Si](CC)(CC)CC)C)O1)(C)O)\C)O[Si](CC)(CC)CC)(C)O ((8E,12E,14E)-7-acetoxy-6,16-dihydroxy-6,10,12,16,20-pentamethyl-3,21-bis(triethylsiloxy)-18,19-epoxytricosa-8,12,14-trien-11-olide), C(C)OC=C (ethylvinyl ether). Reagents/catalysts: C1(=CC=C(C=C1)S(=O)(=O)[O-])C.[NH+]1=CC=CC=C1 (pyridinium p-toluenesulfonate). Run in C(C)(=O)OCC (ethyl acetate), ClCCl (dichloromethane), ClCCl (dichloromethane). Conditions: time 8 hour. The product is C(C)(=O)OC\1C(CCC(CC(=O)OC(C(/C=C1)C)\C(=C\C=C\C(CC1C(C(C(CC)O[Si](CC)(CC)CC)C)O1)(C)OC(C)OCC)\C)O[Si](CC)(CC)CC)(C)OC(C)OCC ((8E,12E,14E)-7-Acetoxy-6,16-bis(1-ethoxyethoxy)-6,10,12,16,20-pentamethyl-3,21-bis(triethylsiloxy)-18,19-epoxytricosa-8,12,14-trien-11-olide). Isolated yield 132.8%. RXN SMILES: [C:1]([O:4][CH:5]1[C:6]([OH:53])([CH3:52])[CH2:7][CH2:8][CH:9]([O:44][Si:45]([CH2:50][CH3:51])([CH2:48][CH3:49])[CH2:46][CH3:47])[CH2:10][C:11]([O:13][CH:14](/[C:19](/[CH3:43])=[CH:20]/[CH:21]=[CH:22]/[C:23]([OH:42])([CH3:41])[CH2:24][CH:25]2[O:40][CH:26]2[CH:27]([CH3:39])[CH:28]([O:31][Si:32]([CH2:37][CH3:38])([CH2:35][CH3:36])[CH2:33][CH3:34])[CH2:29][CH3:30])[CH:15]([CH3:18])[CH:16]=[CH:17]1)=[O:12])(=[O:3])[CH3:2].[CH2:54]([O:56][CH:57]=[CH2:58])[CH3:55]>ClCCl.C(OCC)(=O)C.C1(C)C=CC(S([O-])(=O)=O)=CC=1.[NH+]1C=CC=CC=1>[C:1]([O:4][CH:5]1[C:6]([O:53][CH:1]([O:4][CH2:5][CH3:17])[CH3:2])([CH3:52])[CH2:7][CH2:8][CH:9]([O:44][Si:45]([CH2:46][CH3:47])([CH2:48][CH3:49])[CH2:50][CH3:51])[CH2:10][C:11]([O:13][CH:14](/[C:19](/[CH3:43])=[CH:20]/[CH:21]=[CH:22]/[C:23]([O:42][CH:57]([O:56][CH2:54][CH3:55])[CH3:58])([CH3:41])[CH2:24][CH:25]2[O:40][CH:26]2[CH:27]([CH3:39])[CH:28]([O:31][Si:32]([CH2:33][CH3:34])([CH2:35][CH3:36])[CH2:37][CH3:38])[CH2:29][CH3:30])[CH:15]([CH3:18])[CH:16]=[CH:17]1)=[O:12])(=[O:3])[CH3:2] |f:4.5|. Procedure details: To a solution of Compound 129 (8E,12E,14E)-7-acetoxy-6,16-dihydroxy-6,10,12,16,20-pentamethyl-3,21-bis(triethylsiloxy)-18,19-epoxytricosa-8,12,14-trien-11-olide (320 mg, 0.41 mmol) obtained in Example 129 and ethylvinyl ether (589 mg, 8 mmol) in dichloromethane (6 mL) was added a solution of pyridinium p-toluenesulfonate (5 mg, 20 μmol) in dichloromethane (1 mL) at room temperature, and the reaction mixture was stirred at the same temperature overnight. The reaction mixture was diluted with ethy...